Dataset: the Open Reaction Database (ORD), a public repository of structured organic reaction records. Task: describe an organic reaction: reactants, conditions, products, and yield Reactants: CC(=O)OC(C)=O, O, CCOC(=O)C(=O)Cc1ccccc1, Cc1ccc(S(=O)(=O)O)cc1. The product is CCOC(=O)C(=Cc1ccccc1)OC(C)=O. As a reaction SMILES: [CH3:15][C:16](=[O:17])[O:18][C:19](=[O:20])[CH3:21].[OH2:22].[c:1]1([CH2:7][C:8]([C:9](=[O:10])[O:11][CH2:12][CH3:13])=[O:14])[cH:2][cH:3][cH:4][cH:5][cH:6]1.[c:23]1([CH3:24])[cH:25][cH:26][c:27]([S:28]([OH:29])(=[O:30])=[O:31])[cH:32][cH:33]1>>[c:1]1([CH:7]=[C:8]([C:9](=[O:10])[O:11][CH2:12][CH3:13])[O:14][C:16]([CH3:15])=[O:17])[cH:2][cH:3][cH:4][cH:5][cH:6]1. The reactants are CCCCC, CO, CCCCCCCNC(=O)N(C)c1cccc(-c2ccc(C=CC(=O)OC)c(F)c2)c1, [Na+], C1CCOC1, [OH-]. Yields the product CCCCCCCNC(=O)N(C)c1cccc(-c2ccc(C=CC(=O)O)c(F)c2)c1. RXN SMILES: [CH3:34][CH2:35][CH2:36][CH2:37][CH3:38].[CH3:39][OH:40].[F:3][c:4]1[cH:5][c:6](-[c:16]2[cH:17][c:18]([N:22]([C:23](=[O:24])[NH:25][CH2:26][CH2:27][CH2:28][CH2:29][CH2:30][CH2:31][CH3:32])[CH3:33])[cH:19][cH:20][cH:21]2)[cH:7][cH:8][c:9]1[CH:10]=[CH:11][C:12](=[O:13])[O:14][CH3:15].[Na+:2].[O:41]1[CH2:42][CH2:43][CH2:44][CH2:45]1.[OH-:1]>>[F:3][c:4]1[cH:5][c:6](-[c:16]2[cH:17][c:18]([N:22]([C:23](=[O:24])[NH:25][CH2:26][CH2:27][CH2:28][CH2:29][CH2:30][CH2:31][CH3:32])[CH3:33])[cH:19][cH:20][cH:21]2)[cH:7][cH:8][c:9]1[CH:10]=[CH:11][C:12](=[O:13])[OH:14]. Reactants: CCOC(=O)Cc1ccc(B2OC(C)(C)C(C)(C)O2)cc1, Cc1noc(-c2ccc(Br)cc2Cl)c1NC(=O)OC(C)c1ccccc1Cl. Product: CCOC(=O)Cc1ccc(-c2ccc(-c3onc(C)c3NC(=O)OC(C)c3ccccc3Cl)c(Cl)c2)cc1. RXN SMILES: [CH2:28]([CH3:29])[O:30][C:31]([CH2:32][c:33]1[cH:34][cH:35][c:36]([B:39]2[O:40][C:41]([CH3:42])([CH3:43])[C:44]([CH3:45])([CH3:46])[O:47]2)[cH:37][cH:38]1)=[O:48].[Cl:1][c:2]1[c:3]([CH:8]([CH3:9])[O:10][C:11]([NH:12][c:13]2[c:14]([CH3:26])[n:15][o:16][c:17]2-[c:18]2[c:19]([Cl:25])[cH:20][c:21]([Br:24])[cH:22][cH:23]2)=[O:27])[cH:4][cH:5][cH:6][cH:7]1>>[Cl:1][c:2]1[c:3]([CH:8]([CH3:9])[O:10][C:11]([NH:12][c:13]2[c:14]([CH3:26])[n:15][o:16][c:17]2-[c:18]2[c:19]([Cl:25])[cH:20][c:21](-[c:36]3[cH:35][cH:34][c:33]([CH2:32][C:31]([O:30][CH2:28][CH3:29])=[O:48])[cH:38][cH:37]3)[cH:22][cH:23]2)=[O:27])[cH:4][cH:5][cH:6][cH:7]1. Starting materials: N1N=NC=C1 (1,2,3-triazole), C1(C=CCC1)=O (cyclopent-2-enone), [OH-].C(C1=CC=CC=C1)[N+](C)(C)C (benzyltrimethylammonium hydroxide). Solvent: O1CCOCC1 (dioxan). Reaction conditions: time 8 hour. Yields the product N=1N(N=CC1)C1CC(CC1)=O (3-(1,2,3-triazol-2-yl)cyclopentanone). RXN SMILES: [NH:1]1[CH:5]=[CH:4][N:3]=[N:2]1.[C:6]1(=[O:11])[CH2:10][CH2:9][CH:8]=[CH:7]1.[OH-].C([N+](C)(C)C)C1C=CC=CC=1>O1CCOCC1>[N:1]1[N:2]([CH:8]2[CH2:9][CH2:10][C:6](=[O:11])[CH2:7]2)[N:3]=[CH:4][CH:5]=1 |f:2.3|. Reported procedure: A mixture of 1,2,3-triazole (3.5 g.), cyclopent-2-enone (5.0 g.), benzyltrimethylammonium hydroxide (40% w/v solution in MeOH; 2.0 ml.) and dioxan (20 ml.) was stirred at room temperature overnight. The mixture was evaporated, treated with EtOAc, washed twice with water and once with brine, dried (MgSO4), and evaporated to give unpurified 3-(1,2,3-triazol-2-yl)cyclopentanone as a pale yellow oil. The n.m.r. spectrum of the product exhibited the following resonances: 7.62 (s, 2H); 5.37 (br quinte... Starting materials: CCOP(=O)(CC#N)OCC, Cc1nc2ccc3c(c2s1)C(=O)CC3, [H-], [Na+], [Na+], C1CCOC1, O=C([O-])O. The product is Cc1nc2ccc3c(c2s1)C(=CC#N)CC3. Reaction SMILES: [C:1](#[N:2])[CH2:3][P:4](=[O:5])([O:6][CH2:7][CH3:8])[O:9][CH2:10][CH3:11].[CH3:14][c:15]1[s:16][c:17]2[c:18]([n:19]1)[cH:20][cH:21][c:22]1[c:26]2[C:25](=[O:27])[CH2:24][CH2:23]1.[H-:12].[Na+:13].[Na+:28].[O:33]1[CH2:34][CH2:35][CH2:36][CH2:37]1.[OH:29][C:30](=[O:31])[O-:32]>>[C:1](#[N:2])[CH:3]=[C:25]1[CH2:24][CH2:23][c:22]2[cH:21][cH:20][c:18]3[c:17]([s:16][c:15]([CH3:14])[n:19]3)[c:26]21. Reactants: CCOC(=O)C (EtOAc), SC1=CC=C(C(=O)OC)C=C1 (Methyl 4-mercaptobenzoate), CS(=O)(=O)OC1CN(C1)C(=O)OC(C)(C)C (tert-butyl 3-(methylsulfonyloxy)azetidine-1-carboxylate), C(=O)([O-])[O-].[Cs+].[Cs+] (Cs2CO3). The solvent is CN(C)C=O (DMF). Conditions: temperature 90 celsius, time 3 hour. The product is COC(=O)C1=CC=C(C=C1)SC1CN(C1)C(=O)OC(C)(C)C (tert-Butyl 3-(4-(methoxycarbonyl)phenylthio)azetidine-1-carboxylate). Isolated yield 53.9%. RXN SMILES: [SH:1][C:2]1[CH:11]=[CH:10][C:5]([C:6]([O:8][CH3:9])=[O:7])=[CH:4][CH:3]=1.CS(O[CH:17]1[CH2:20][N:19]([C:21]([O:23][C:24]([CH3:27])([CH3:26])[CH3:25])=[O:22])[CH2:18]1)(=O)=O.C([O-])([O-])=O.[Cs+].[Cs+].CCOC(C)=O>CN(C=O)C>[CH3:9][O:8][C:6]([C:5]1[CH:4]=[CH:3][C:2]([S:1][CH:17]2[CH2:18][N:19]([C:21]([O:23][C:24]([CH3:27])([CH3:26])[CH3:25])=[O:22])[CH2:20]2)=[CH:11][CH:10]=1)=[O:7] |f:2.3.4|. Procedure: Methyl 4-mercaptobenzoate (3.00 g, 17.8 mmol) and tert-butyl 3-(methylsulfonyloxy)azetidine-1-carboxylate (4.48 g, 17.8 mmol) were dissolved in DMF (30 mL). Cs2CO3 (6.97 g, 21.4 mmol) was added and the mixture was stirred at 90° C. for 3 hours, then cooled to room temperature. EtOAc (50 ml) was added and the solids were filtered off. The filtrate was washed with a saturated aqueous K2CO3 solution (20 mL), dried (MgSO4) and then evaporated. The residue was purified by column chromatography elutin...